From a dataset of the Open Reaction Database (ORD), a public repository of structured organic reaction records. describe an organic reaction: reactants, conditions, products, and yield Starting materials: Cl.CN(CCCN=C=NCC)C (1-(3-dimethylaminopropyl)-3-ethylcarbodiimide hydrochloride), NC1=CC(=C(C(=O)O)C=C1Cl)OC (4-amino-5-chloro-2-methoxybenzoic acid), C(Cl)Cl (DCM), Cl.C(C)(C)(C)C=1C=C(N(N1)C1=CC=C(C=C1)C)NC(=O)NC1=CC(=CC=C1)CC1CCNCC1 (1-(5-tert-Butyl-2-p-tolyl-2H-pyrazol-3-yl)-3-(3-piperidin-4-ylmethyl-phenyl)-urea hydrochloride). Run at time 8 hour. The product is NC1=CC(=C(C(=O)N2C3CC(CC2CC3)CC3=CC=C(C=C3)NC(=O)NC=3N(N=C(C3)C(C)(C)C)C3=CC=C(C=C3)C)C=C1Cl)OC (1-{4-[8-(4-Amino-5-chloro-2-methoxy-benzoyl)-8-aza-bicyclo[3.2.1]oct-3-ylmethyl]-phenyl}-3-(5-tert-butyl-2-p-tolyl-2H-pyrazol-3-yl)-urea). RXN SMILES: [NH2:1][C:2]1C(Cl)=[CH:9][C:5]([C:6]([OH:8])=O)=[C:4]([O:12][CH3:13])[CH:3]=1.Cl.CN(C)[CH2:17][CH2:18][CH2:19][N:20]=[C:21]=NCC.Cl.[C:27]([C:31]1[CH:32]=[C:33]([NH:43][C:44]([NH:46][C:47]2[CH:52]=[CH:51][CH:50]=[C:49](CC3CCNCC3)[CH:48]=2)=[O:45])[N:34]([C:36]2[CH:41]=[CH:40][C:39]([CH3:42])=[CH:38][CH:37]=2)[N:35]=1)([CH3:30])([CH3:29])[CH3:28].[CH2:60]([Cl:62])Cl>>[NH2:1][C:2]1[C:60]([Cl:62])=[CH:9][C:5]([C:6]([N:20]2[CH:21]3[CH2:17][CH2:18][CH:19]2[CH2:4][CH:5]([CH2:9][C:50]2[CH:51]=[CH:52][C:47]([NH:46][C:44]([NH:43][C:33]4[N:34]([C:36]5[CH:41]=[CH:40][C:39]([CH3:42])=[CH:38][CH:37]=5)[N:35]=[C:31]([C:27]([CH3:30])([CH3:28])[CH3:29])[CH:32]=4)=[O:45])=[CH:48][CH:49]=2)[CH2:6]3)=[O:8])=[C:4]([O:12][CH3:13])[CH:3]=1 |f:1.2,3.4|. Procedure: 4-amino-5-chloro-2-methoxybenzoic acid (60 mg, 0.30 mmol) is dissolved in DCM and 1-(3-dimethylaminopropyl)-3-ethylcarbodiimide hydrochloride (EDCI) (64 mg, 0.30 mmol) is added followed by the addition of Intermediate 3 (130 mg, 0.28 mmol). The reaction is stirred at room temperature for overnight and the reaction is concentrated to dryness and purified on a 10 gram silica gel column using ethyl acetate/heptane (35%/65%) to give 60 mg of 1-{4-[8-(4-Amino-5-chloro-2-methoxy-benzoyl)-8-aza-bicyclo...